From a dataset of the Open Reaction Database (ORD), a public repository of structured organic reaction records. describe an organic reaction: reactants, conditions, products, and yield The reactants are COC(=O)COc1cccc2nc(C)c(Cc3ccc(Cl)cc3)cc12, CCO, [Li+], [OH-], O. Product: Cc1nc2cccc(OCC(=O)O)c2cc1Cc1ccc(Cl)cc1. Reaction SMILES: [CH3:1][O:2][C:3]([CH2:4][O:5][c:6]1[c:7]2[cH:8][c:9]([CH2:17][c:18]3[cH:19][cH:20][c:21]([Cl:24])[cH:22][cH:23]3)[c:10]([CH3:16])[n:11][c:12]2[cH:13][cH:14][cH:15]1)=[O:25].[CH3:26][CH2:27][OH:28].[Li+:29].[OH-:30].[OH2:31]>>[O:2]=[C:3]([CH2:4][O:5][c:6]1[c:7]2[cH:8][c:9]([CH2:17][c:18]3[cH:19][cH:20][c:21]([Cl:24])[cH:22][cH:23]3)[c:10]([CH3:16])[n:11][c:12]2[cH:13][cH:14][cH:15]1)[OH:25]. Reactants: ice water, N (ammonia), O.C1(=CC=C(C=C1)S(=O)[O-])C.[Na+] (sodium 4-toluenesulphinate monohydrate), BrCCC1OCCO1 (2-(2-bromoethyl)-1,3-dioxolane), 64h. Solvent: CN(C)C=O (DMF). The product is C1COC(CCS(=O)(=O)C2=CC=C(C=C2)C)O1 (3-(4-Toluenesulphonyl)propanal ethylene acetal). Yield: 65.9%. Reaction SMILES: O.[C:2]1([CH3:11])[CH:7]=[CH:6][C:5]([S:8]([O-:10])=[O:9])=[CH:4][CH:3]=1.[Na+].Br[CH2:14][CH2:15][CH:16]1[O:20][CH2:19][CH2:18][O:17]1.N>CN(C=O)C>[CH2:19]1[O:20][CH:16]([CH2:15][CH2:14][S:8]([C:5]2[CH:6]=[CH:7][C:2]([CH3:11])=[CH:3][CH:4]=2)(=[O:10])=[O:9])[O:17][CH2:18]1 |f:0.1.2|. Procedure: A mixture of sodium 4-toluenesulphinate monohydrate (37.2 g, 0.19 mole) and 2-(2-bromoethyl)-1,3-dioxolane (20 ml, 0.17 mole) in dry DMF (100 ml) was stirred at room temperature for 64h, resulting in a homogenous solution. This was poured into ice/water (1 liter) containing conc. ammonia solution (100 ml) and stirred vigorously until a white precipitate formed. The solid was filtered off, washed with water, dried and recrystallised from propan-2-ol/ether to give the title compound (D24) as a whi... Reactants: N1CCCCC1 (Piperidine), ClC1=NC(=NC(=C1C(C(=O)OC)CCC)C)C1=CC=CC=C1 (methyl 2-(4-chloro-6-methyl-2-phenylpyrimidin-5-yl)pentanoate). Solvent: O1CCCC1 (tetrahydrofuran), C(O)([O-])=O.[Na+] (sodium hydrogen carbonate). The product is CC1=NC(=NC(=C1C(C(=O)OC)CCC)N1CCCCC1)C1=CC=CC=C1 (Methyl 2-(4-methyl-2-phenyl-6-(piperidin-1-yl)pyrimidin-5-yl)pentanoate). Isolated yield 51.2%. Reaction SMILES: [NH:1]1[CH2:6][CH2:5][CH2:4][CH2:3][CH2:2]1.Cl[C:8]1[C:13]([CH:14]([CH2:19][CH2:20][CH3:21])[C:15]([O:17][CH3:18])=[O:16])=[C:12]([CH3:22])[N:11]=[C:10]([C:23]2[CH:28]=[CH:27][CH:26]=[CH:25][CH:24]=2)[N:9]=1>O1CCCC1.C(=O)([O-])O.[Na+]>[CH3:22][C:12]1[C:13]([CH:14]([CH2:19][CH2:20][CH3:21])[C:15]([O:17][CH3:18])=[O:16])=[C:8]([N:1]2[CH2:6][CH2:5][CH2:4][CH2:3][CH2:2]2)[N:9]=[C:10]([C:23]2[CH:28]=[CH:27][CH:26]=[CH:25][CH:24]=2)[N:11]=1 |f:3.4|. Reported procedure: Piperidine (0.198 mL; 2.00 mmol) was added to a solution of methyl 2-(4-chloro-6-methyl-2-phenylpyrimidin-5-yl)pentanoate (0.159 g; 0.5 mmol) in tetrahydrofuran (1.5 mL) and the reaction mixture was irradiated in a microwave oven at 100° C. for 30 min. The mixture was diluted with a saturated solution of sodium hydrogen carbonate and was extracted with ethyl acetate. The combined organics were washed with brine, dried over magnesium sulphate and concentrated under reduced pressure. Purification ...